Dataset: the Open Reaction Database (ORD), a public repository of structured organic reaction records. Task: describe an organic reaction: reactants, conditions, products, and yield Starting materials: C(CCC)[Li].CCCCCC (butyl lithium hexane), BrC=1C(=C(SC1Br)C1=CC=C(C=C1)F)C1=CC=NC=C1 (4,5-Dibromo-2-(4-fluorophenyl)-3-(pyridin-4-yl)thiophene), O (water). Run in O1CCCC1 (tetrahydrofuran). Run at temperature -78 celsius, time 15 minute. The product is BrC=1C(=C(SC1)C1=CC=C(C=C1)F)C1=CC=NC=C1 (4-Bromo-2-(4-fluorophenyl)-3-(pyridin-4-yl)thiophene). Yield: 99.7%. Reaction SMILES: [Br:1][C:2]1[C:3]([C:15]2[CH:20]=[CH:19][N:18]=[CH:17][CH:16]=2)=[C:4]([C:8]2[CH:13]=[CH:12][C:11]([F:14])=[CH:10][CH:9]=2)[S:5][C:6]=1Br.C([Li])CCC.CCCCCC.O>O1CCCC1>[Br:1][C:2]1[C:3]([C:15]2[CH:20]=[CH:19][N:18]=[CH:17][CH:16]=2)=[C:4]([C:8]2[CH:13]=[CH:12][C:11]([F:14])=[CH:10][CH:9]=2)[S:5][CH:6]=1 |f:1.2|. Procedure details: 4,5-Dibromo-2-(4-fluorophenyl)-3-(pyridin-4-yl)thiophene (13.88 g (33.6 mmol), prepared as described in 4)) was dissolved in tetrahydrofuran (140 ml). To the solution was added dropwise at −78° C. a solution of 1.59 M butyl lithium/hexane (23.3 ml, 37 mmol). The resulting mixture was stirred at −78° C. for 15 minutes. At the end of this time, water (24 ml) was added to the reaction mixture and it was allowed to warm to room temperature. The reaction mixture was partitioned between a saturated aq... Run in C1CCOC1 (THF), O (Water). Procedure: To a THF (2 mL) solution of 3-({cyclopentyl-[4-(4-hydroxy-phenyl)-pyrimidin-2-yl]-amino}-methyl)-benzoic acid methyl ester (39 mg, 0.10 mmol) (prepared in Example 172) was added cis-4-methyl-cyclohexanol (11 mg, 0.10 mmol) and triphenylphosphine (25 mg, 0.10 mmol). After the mixture was cooled 5 min. in an ice bath, diisopropyl azodicarboxylate (DIAD, 19.1 μL, 0.10 mmol) was added. The solution was stirred at room temperature until complete. Water was added, and the mixture was extracted with et... As a reaction SMILES: [CH3:1][O:2][C:3](=[O:30])[C:4]1[CH:9]=[CH:8][CH:7]=[C:6]([CH2:10][N:11]([CH:25]2[CH2:29][CH2:28][CH2:27][CH2:26]2)[C:12]2[N:17]=[C:16]([C:18]3[CH:23]=[CH:22][C:21]([OH:24])=[CH:20][CH:19]=3)[CH:15]=[CH:14][N:13]=2)[CH:5]=1.[CH3:31][C@@H:32]1[CH2:37][CH2:36][C@H:35](O)[CH2:34][CH2:33]1.C1(P(C2C=CC=CC=2)C2C=CC=CC=2)C=CC=CC=1.N(C(OC(C)C)=O)=NC(OC(C)C)=O>O.C1COCC1>[CH3:1][O:2][C:3](=[O:30])[C:4]1[CH:9]=[CH:8][CH:7]=[C:6]([CH2:10][N:11]([CH:25]2[CH2:29][CH2:28][CH2:27][CH2:26]2)[C:12]2[N:17]=[C:16]([C:18]3[CH:23]=[CH:22][C:21]([O:24][C@H:35]4[CH2:36][CH2:37][C@H:32]([CH3:31])[CH2:33][CH2:34]4)=[CH:20][CH:19]=3)[CH:15]=[CH:14][N:13]=2)[CH:5]=1. The yield is 32.0%. Starting materials: COC(C1=CC(=CC=C1)CN(C1=NC=CC(=N1)C1=CC=C(C=C1)O)C1CCCC1)=O (3-({cyclopentyl-[4-(4-hydroxy-phenyl)-pyrimidin-2-yl]-amino}-methyl)-benzoic acid methyl ester), C[C@H]1CC[C@H](CC1)O (cis-4-methyl-cyclohexanol), C1(=CC=CC=C1)P(C1=CC=CC=C1)C1=CC=CC=C1 (triphenylphosphine), N(=NC(=O)OC(C)C)C(=O)OC(C)C (diisopropyl azodicarboxylate). Yields the product COC(C1=CC(=CC=C1)CN(C1=NC=CC(=N1)C1=CC=C(C=C1)O[C@@H]1CC[C@H](CC1)C)C1CCCC1)=O (3-[(cyclopentyl-{4-[4-(trans-4-methyl-cyclohexyloxy)-phenyl]-pyrimidin-2-yl}-amino)-methyl]-benzoic acid methyl ester). The reactants are C1(=CC=C(C=C1)S(=O)(=O)Cl)C (p-Toluenesulfonyl chloride), OC(CC(C(=O)NNC(=O)OC(C)(C)C)C1=CC(=C(C(=C1)F)F)F)CO (tert-butyl N′-[4,5-dihydroxy-2-(3,4,5-trifluorophenyl)pentanoyl]hydrazinecarboxylate). The solvent is N1=CC=CC=C1 (pyridine). Reaction conditions: time 12 hour. Yields the product C1(=CC=C(C=C1)S(=O)(=O)OCC(CC(C(=O)NNC(=O)OC(C)(C)C)C1=CC(=C(C(=C1)F)F)F)O)C (5-(N′-tert-butoxycarbonylhydrazino)-2-hydroxy-5-oxo-4-(3,4,5-trifluorophenyl)pentyl toluene-4-sulfonate). Yield: 67.1%. As a reaction SMILES: [C:1]1([CH3:11])[CH:6]=[CH:5][C:4]([S:7](Cl)(=[O:9])=[O:8])=[CH:3][CH:2]=1.[OH:12][CH:13]([CH2:36][OH:37])[CH2:14][CH:15]([C:27]1[CH:32]=[C:31]([F:33])[C:30]([F:34])=[C:29]([F:35])[CH:28]=1)[C:16]([NH:18][NH:19][C:20]([O:22][C:23]([CH3:26])([CH3:25])[CH3:24])=[O:21])=[O:17]>N1C=CC=CC=1>[C:1]1([CH3:11])[CH:6]=[CH:5][C:4]([S:7]([O:37][CH2:36][CH:13]([OH:12])[CH2:14][CH:15]([C:27]2[CH:32]=[C:31]([F:33])[C:30]([F:34])=[C:29]([F:35])[CH:28]=2)[C:16]([NH:18][NH:19][C:20]([O:22][C:23]([CH3:26])([CH3:25])[CH3:24])=[O:21])=[O:17])(=[O:9])=[O:8])=[CH:3][CH:2]=1. Reported procedure: p-Toluenesulfonyl chloride (605 mg) was added to a solution of tert-butyl N′-[4,5-dihydroxy-2-(3,4,5-trifluorophenyl)pentanoyl]hydrazinecarboxylate (1.09 g) in pyridine (11 mL) at room temperature. The reaction solution was stirred at room temperature for 12 hours and then concentrated under reduced pressure. Ethyl acetate was added to the residue, and the organic layer was washed with brine, dried over anhydrous sodium sulfate and then concentrated under reduced pressure. The residue was purifi... Starting materials: C(C)C1=C(C#N)C=CC=C1 (2-ethylbenzonitrile), Na-X zeolite, BrBr (bromine). Yields the product BrC=1C=CC(=C(C#N)C1)CC (5-Bromo-2-ethylbenzonitrile). As a reaction SMILES: [CH2:1]([C:3]1[CH:10]=[CH:9][CH:8]=[CH:7][C:4]=1[C:5]#[N:6])[CH3:2].[Br:11]Br>>[Br:11][C:8]1[CH:9]=[CH:10][C:3]([CH2:1][CH3:2])=[C:4]([CH:7]=1)[C:5]#[N:6]. Procedure: 9.74 ml of 2-ethylbenzonitrile are added dropwise to 100 g of Na-X zeolite (Linde 13X, STREM) with vigorous stirring. After the exothermic reaction, 5.6 ml of bromine are added dropwise at 55° C., add vigorous stirring of the mixture is continued. The temperature is kept at 45-50° C., by means of an ice bath. After the addition is complete, the ice bath is removed, and the mixture is stirred at 50° C. for 20 hours. 300 ml of methanol are added to the reaction mixture while stirring and the suspe... Reactants: ClC1=C(C(=O)O)C=C(C(=C1)OC)C1=NC=CC=C1 (2-chloro-4-methoxy-5-(pyridin-2-yl)benzoic acid), NC1=CC(=NN1C1=CC=CC=C1)C#N (5-amino-1-phenyl-1H-pyrazole-3-carbonitrile). Product: ClC1=C(C(=O)NC2=CC(=NN2C2=CC=CC=C2)C#N)C=C(C(=C1)OC)C1=NC=CC=C1 (2-chloro-N-(3-cyano-1-phenyl-1H-pyrazol-5-yl)-4-methoxy-5-(pyridin-2-yl)benzamide). As a reaction SMILES: [Cl:1][C:2]1[CH:10]=[C:9]([O:11][CH3:12])[C:8]([C:13]2[CH:18]=[CH:17][CH:16]=[CH:15][N:14]=2)=[CH:7][C:3]=1[C:4]([OH:6])=O.[NH2:19][C:20]1[N:24]([C:25]2[CH:30]=[CH:29][CH:28]=[CH:27][CH:26]=2)[N:23]=[C:22]([C:31]#[N:32])[CH:21]=1>>[Cl:1][C:2]1[CH:10]=[C:9]([O:11][CH3:12])[C:8]([C:13]2[CH:18]=[CH:17][CH:16]=[CH:15][N:14]=2)=[CH:7][C:3]=1[C:4]([NH:19][C:20]1[N:24]([C:25]2[CH:30]=[CH:29][CH:28]=[CH:27][CH:26]=2)[N:23]=[C:22]([C:31]#[N:32])[CH:21]=1)=[O:6]. Procedure: The title compound was prepared according to the method described for Example 99 using 2-chloro-4-methoxy-5-(pyridin-2-yl)benzoic acid (Preparation 26) and 5-amino-1-phenyl-1H-pyrazole-3-carbonitrile (Preparation 53). The residue was purified using reverse phase chromatography eluting with 5-60% MeCN (with 0.1% formic acid) in water (with 0.1% formic acid). Yields the product FC1=C(C=CC=C1)C=1C=CC2=C(NC(CC(=N2)C2=CC(=CC=C2)C=2N=NC(=CC2)C)=O)C1 (8-(2-Fluoro-phenyl)-4-[3-(6-methyl-pyridazin-3-yl)-phenyl]-1,3-dihydro-benzo[b][1,4]diazepin-2-one), solid. Solvent: C(Cl)Cl (CH2Cl2). Procedure details: The title compound was prepared from (2′-fluoro-3-{3-[3-(6-methyl-pyridazin-3-yl)-phenyl]-3-oxo-propionylamino}-biphenyl-4-yl)-carbamic acid tert-butyl ester (Example M13) (292 mg, 0.541 mmol) by treatment with TFA in CH2Cl2 according to the general procedure N. Obtained as a light yellow solid (181 mg). RXN SMILES: C(OC(=O)[NH:7][C:8]1[CH:13]=[CH:12][C:11]([C:14]2C=C[CH:17]=[CH:16][C:15]=2F)=[CH:10][C:9]=1[NH:21][C:22](=[O:39])[CH2:23][C:24]([C:26]1[CH:31]=[CH:30][CH:29]=[C:28]([C:32]2[N:33]=[N:34][C:35]([CH3:38])=[CH:36][CH:37]=2)[CH:27]=1)=O)(C)(C)C.[C:41](O)([C:43]([F:46])(F)F)=O>C(Cl)Cl>[F:46][C:43]1[CH:41]=[CH:17][CH:16]=[CH:15][C:14]=1[C:11]1[CH:12]=[CH:13][C:8]2[N:7]=[C:24]([C:26]3[CH:31]=[CH:30][CH:29]=[C:28]([C:32]4[N:33]=[N:34][C:35]([CH3:38])=[CH:36][CH:37]=4)[CH:27]=3)[CH2:23][C:22](=[O:39])[NH:21][C:9]=2[CH:10]=1. Starting materials: C(C)(C)(C)OC(NC1=C(C=C(C=C1)C1=C(C=CC=C1)F)NC(CC(=O)C1=CC(=CC=C1)C=1N=NC(=CC1)C)=O)=O ((2′-fluoro-3-{3-[3-(6-methyl-pyridazin-3-yl)-phenyl]-3-oxo-propionylamino}-biphenyl-4-yl)-carbamic acid tert-butyl ester), C(=O)(C(F)(F)F)O (TFA).